describe an organic reaction: reactants, conditions, products, and yield From a dataset of the Open Reaction Database (ORD), a public repository of structured organic reaction records. Reactants: O=C([O-])[O-], COc1cc(C(=O)O)c(-c2cccnc2OCc2ccccc2)cc1C(C)(C)C, [Cs+], [Cs+], CCI, CN(C)C=O. Yields the product CCOC(=O)c1cc(OC)c(C(C)(C)C)cc1-c1cccnc1OCc1ccccc1. RXN SMILES: [C:30](=[O:31])([O-:32])[O-:33].[CH2:1]([c:2]1[cH:3][cH:4][cH:5][cH:6][cH:7]1)[O:8][c:9]1[n:10][cH:11][cH:12][cH:13][c:14]1-[c:15]1[c:16]([C:17](=[O:18])[OH:19])[cH:20][c:21]([O:28][CH3:29])[c:22]([C:24]([CH3:25])([CH3:26])[CH3:27])[cH:23]1.[Cs+:34].[Cs+:35].[I:36][CH2:37][CH3:38].[O:39]=[CH:40][N:41]([CH3:42])[CH3:43]>>[CH2:1]([c:2]1[cH:3][cH:4][cH:5][cH:6][cH:7]1)[O:8][c:9]1[n:10][cH:11][cH:12][cH:13][c:14]1-[c:15]1[c:16]([C:17]([O:18][CH2:37][CH3:38])=[O:19])[cH:20][c:21]([O:28][CH3:29])[c:22]([C:24]([CH3:25])([CH3:26])[CH3:27])[cH:23]1.